This data is from the Open Reaction Database (ORD), a public repository of structured organic reaction records. The task is: describe an organic reaction: reactants, conditions, products, and yield The reactants are C(OCCN1CCN(CC1)C)(OC1=CC=C(C=C1)[N+](=O)[O-])=O (2-(4-Methylpiperazin-1-yl)ethyl 4-nitrophenyl carbonate), C(OCCN1CCN(CC1)C)(OC1=CC=C(C=C1)[N+](=O)[O-])=O (2-(4-Methylpiperazin-1-yl)ethyl 4-nitrophenyl carbonate), CCN(C(C)C)C(C)C (DIPEA), ClC=1C=C(C=CC1Cl)N1CCNCC1 (4-(3,4-dichlorophenyl)piperazine). The solvent is CN(C)C=O (DMF). Conditions: time 24 hour. Product: Cl.Cl.Cl.ClC=1C=C(C=CC1Cl)N1CCN(CC1)C(=O)OCCN1CCN(CC1)C (2-(4-methylpiperazin-1-yl)ethyl 4-(3,4-dichlorophenyl)piperazine-1-carboxylate trihydrochloride). The yield is 64.8%. Reaction SMILES: [C:1](=[O:22])(OC1C=CC([N+]([O-])=O)=CC=1)[O:2][CH2:3][CH2:4][N:5]1[CH2:10][CH2:9][N:8]([CH3:11])[CH2:7][CH2:6]1.CCN(C(C)C)C(C)C.[Cl:32][C:33]1[CH:34]=[C:35]([N:40]2[CH2:45][CH2:44][NH:43][CH2:42][CH2:41]2)[CH:36]=[CH:37][C:38]=1[Cl:39]>CN(C=O)C>[ClH:32].[ClH:32].[ClH:32].[Cl:32][C:33]1[CH:34]=[C:35]([N:40]2[CH2:45][CH2:44][N:43]([C:1]([O:2][CH2:3][CH2:4][N:5]3[CH2:6][CH2:7][N:8]([CH3:11])[CH2:9][CH2:10]3)=[O:22])[CH2:42][CH2:41]2)[CH:36]=[CH:37][C:38]=1[Cl:39] |f:4.5.6.7|. Reported procedure: 2-(4-Methylpiperazin-1-yl)ethyl 4-nitrophenyl carbonate (Intermediate 4; 680 mg, 2.2 mmol) was dissolved in DMF (20 mL). DIPEA (0.76 mL, 4.4 mmol) and 4-(3,4-dichlorophenyl)piperazine (508 mg, 2.2 mmol) were added and the reaction mixture was stirred at room temperature for 24 hours, and the reaction mixture was then concentrated in vacuo. The residue was purified by normal phase column chromatography (eluting with DCM, followed by a 400:8:1 mixture of DCM:EtOH:NH3, followed by a 200:8:1 mixture... Starting materials: ClC1=NC(=CC2=CC(=CC=C12)OC)NC1=NNC(=C1)C ((1-Chloro-6-methoxy-isoquinolin-3-yl)-(5-methyl-1H-pyrazol-3-yl)-amine), C1(CCCCC1)[Mg]Br (cyclohexylmagnesium bromide). Product: C1(CCCCC1)C1=NC(=CC2=CC(=CC=C12)OC)NC1=NNC(=C1)C ((1-Cyclohexyl-6-methoxy-isoquinolin-3-yl)-(5-methyl-1H-pyrazol-3-yl)-amine). As a reaction SMILES: Cl[C:2]1[C:11]2[C:6](=[CH:7][C:8]([O:12][CH3:13])=[CH:9][CH:10]=2)[CH:5]=[C:4]([NH:14][C:15]2[CH:19]=[C:18]([CH3:20])[NH:17][N:16]=2)[N:3]=1.[CH:21]1([Mg]Br)[CH2:26][CH2:25][CH2:24][CH2:23][CH2:22]1>>[CH:21]1([C:2]2[C:11]3[C:6](=[CH:7][C:8]([O:12][CH3:13])=[CH:9][CH:10]=3)[CH:5]=[C:4]([NH:14][C:15]3[CH:19]=[C:18]([CH3:20])[NH:17][N:16]=3)[N:3]=2)[CH2:26][CH2:25][CH2:24][CH2:23][CH2:22]1. Procedure details: Similar procedure as described in example 416 was used, staring from (1-Chloro-6-methoxy-isoquinolin-3-yl)-(5-methyl-1H-pyrazol-3-yl)-amine and cyclohexylmagnesium bromide to give (1-Cyclohexyl-6-methoxy-isoquinolin-3-yl)-(5-methyl-1H-pyrazol-3-yl)-amine. LC-MS: m/e 337 (MH+). Reactants: CO, O=C1CCc2cc([N+](=O)[O-])ccc2N1CCCN1CCCCC1, NN, O. The product is Nc1ccc2c(c1)CCC(=O)N2CCCN1CCCCC1. Reaction SMILES: [CH3:27][OH:28].[N+:1]([O-:2])(=[O:3])[c:4]1[cH:5][c:6]2[c:11]([cH:12][cH:13]1)[N:10]([CH2:14][CH2:15][CH2:16][N:17]1[CH2:18][CH2:19][CH2:20][CH2:21][CH2:22]1)[C:9](=[O:23])[CH2:8][CH2:7]2.[NH2:25][NH2:26].[OH2:24]>>[NH2:1][c:4]1[cH:5][c:6]2[c:11]([cH:12][cH:13]1)[N:10]([CH2:14][CH2:15][CH2:16][N:17]1[CH2:18][CH2:19][CH2:20][CH2:21][CH2:22]1)[C:9](=[O:23])[CH2:8][CH2:7]2. Starting materials: CCOC(=O)CCN(C=O)CC(=O)OCC, CCO, [K+], [OH-], O. Yields the product CCOC(=O)CCN(C=O)CC(=O)O. RXN SMILES: [CH2:1]([CH3:2])[O:3][C:4]([CH2:5][N:6]([CH:7]=[O:8])[CH2:9][CH2:10][C:11](=[O:12])[O:13][CH2:14][CH3:15])=[O:16].[CH3:20][CH2:21][OH:22].[K+:18].[OH-:17].[OH2:19]>>[O:3]=[C:4]([CH2:5][N:6]([CH:7]=[O:8])[CH2:9][CH2:10][C:11](=[O:12])[O:13][CH2:14][CH3:15])[OH:16]. The reactants are CCO, CCOC(=O)C1CC2(CCC1NCc1ccccc1)OCCO2. Yields the product CCOC(=O)C1CC2(CCC1N)OCCO2. Reaction SMILES: [CH3:24][CH2:25][OH:26].[c:1]1([CH2:2][NH:8][CH:9]2[CH:10]([C:19](=[O:20])[O:21][CH2:22][CH3:23])[CH2:11][C:12]3([O:13][CH2:14][CH2:15][O:16]3)[CH2:17][CH2:18]2)[cH:3][cH:4][cH:5][cH:6][cH:7]1>>[NH2:8][CH:9]1[CH:10]([C:19](=[O:20])[O:21][CH2:22][CH3:23])[CH2:11][C:12]2([O:13][CH2:14][CH2:15][O:16]2)[CH2:17][CH2:18]1.